Dataset: the Open Reaction Database (ORD), a public repository of structured organic reaction records. Task: describe an organic reaction: reactants, conditions, products, and yield Yield: 82.0%. Run in [Cl-].[Na+].O (brine), C1CCOC1 (THF). Starting materials: C(=O)(O)[O-].[Na+] (NaHCO3), FC1=C(C=CC(=C1)F)C1(OC1)C(C1=NC=C(C=C1)OC=C)(F)F (2-((2-(2,4-difluorophenyl)oxiran-2-yl)difluoromethyl)-5-(vinyloxy)pyridine), C[Si](C(F)(F)F)(C)C (trimethyl(trifluoromethyl)silane), [I-].[Na+] (sodium iodide), N#N (N2). Conditions: temperature 110 celsius, time 20 minute. Procedure: To a magnetically stirred mixture of 2-((2-(2,4-difluorophenyl)oxiran-2-yl)difluoromethyl)-5-(vinyloxy)pyridine (227 mg, 0.698 mmol) (prepared as in WO 2012/177635 A1) and trimethyl(trifluoromethyl)silane (1546 μL, 10.47 mmol) in dry THF (3034 μl) was added sodium iodide (84 mg, 0.558 mmol) in a 10 mL microwave vial under N2 atmosphere. The reaction mixture was stirred at 110° C. for 1 h 20 min Upon completion of the reaction in the microwave, the reaction was poured into a 1:1 mixture of brine ... Reaction SMILES: [F:1][C:2]1[CH:7]=[C:6]([F:8])[CH:5]=[CH:4][C:3]=1[C:9]1([C:12]([F:23])([F:22])[C:13]2[CH:18]=[CH:17][C:16]([O:19][CH:20]=[CH2:21])=[CH:15][N:14]=2)CO1.C[Si](C)(C)[C:26](F)([F:28])[F:27].[I-].[Na+].N#N.[C:36]([O-:39])(O)=O.[Na+]>C1COCC1.[Cl-].[Na+].O>[F:27][C:26]1([F:28])[CH2:21][CH:20]1[O:19][C:16]1[CH:17]=[CH:18][C:13]([C:12]([C:9]2([C:3]3[CH:4]=[CH:5][C:6]([F:8])=[CH:7][C:2]=3[F:1])[CH2:36][O:39]2)([F:22])[F:23])=[N:14][CH:15]=1 |f:2.3,5.6,8.9.10|. The product is FC1(C(C1)OC=1C=CC(=NC1)C(F)(F)C1(OC1)C1=C(C=C(C=C1)F)F)F (5-(2,2-difluorocyclopropoxy)-2-((2-(2,4-difluorophenyl)oxiran-2-yl)difluoromethyl)pyridine). Reactants: C(C)C=1C2=C(C=C3CCCNC13)CCN(CC2)C(=O)OC(C)(C)C (t-butyl 11-ethyl-1,2,3,4,6,7,9,10-octahydro-8H-azepino[4,5-g]quinoline-8-carboxylate), C(C1CO1)OC (glycidylmethylether), C([O-])(O)=O.[Na+] (sodium bicarbonate), FC(S(=O)(=O)[O-])(F)F.[Yb+3].FC(S(=O)(=O)[O-])(F)F.FC(S(=O)(=O)[O-])(F)F (ytterbium(III) trifluoromethanesulfonate). Solvent: C(C)#N (acetonitrile), CCOC(=O)C (EtOAc). Conditions: time 2 hour. The product is C(C)C=1C2=C(C=C3CCCN(C13)CC(COC)O)CCN(CC2)C(=O)OC(C)(C)C (t-butyl 11-ethyl-1-(2-hydroxy-3-methoxypropyl)-1,2,3,4,6,7,9,10-octahydro-8H-azepino[4,5-g]quinoline-8-carboxylate). As a reaction SMILES: [CH2:1]([C:3]1[C:4]2[CH2:17][CH2:16][N:15]([C:18]([O:20][C:21]([CH3:24])([CH3:23])[CH3:22])=[O:19])[CH2:14][CH2:13][C:5]=2[CH:6]=[C:7]2[C:12]=1[NH:11][CH2:10][CH2:9][CH2:8]2)[CH3:2].[CH2:25]([O:29][CH3:30])[CH:26]1[O:28][CH2:27]1.FC(F)(F)S([O-])(=O)=O.[Yb+3].FC(F)(F)S([O-])(=O)=O.FC(F)(F)S([O-])(=O)=O.C(=O)(O)[O-].[Na+]>C(#N)C.CCOC(C)=O>[CH2:1]([C:3]1[C:4]2[CH2:17][CH2:16][N:15]([C:18]([O:20][C:21]([CH3:23])([CH3:22])[CH3:24])=[O:19])[CH2:14][CH2:13][C:5]=2[CH:6]=[C:7]2[C:12]=1[N:11]([CH2:27][CH:26]([OH:28])[CH2:25][O:29][CH3:30])[CH2:10][CH2:9][CH2:8]2)[CH3:2] |f:2.3.4.5,6.7|. Procedure: To a solution of 140 mg of t-butyl 11-ethyl-1,2,3,4,6,7,9,10-octahydro-8H-azepino[4,5-g]quinoline-8-carboxylate in 1.86 ml of acetonitrile was added 0.12 ml of glycidylmethylether, followed by substitution with argon. In an ice-bath, 9 mg of ytterbium(III) trifluoromethanesulfonate was added thereto, followed by stirring at room temperature for 2 hours, then elevating the temperature to 50° C., and stirring overnight. To the reaction mixture were added EtOAc and aqueous sodium bicarbonate, and t... Reactants: CN1CC2=C(NC=3C=CC(=CC23)C)CC1 (2,3,4,5-tetrahydro-2,8-dimethyl-1H-pyrido[4,3-b]indole), CC1=CC=C(C2CO2)C=C1 (4-methylstyrene oxide), [H-].[Na+] (NaH). Solvent: CN(C)C=O (DMF). Product: CN1CC2=C(N(C=3C=CC(=CC23)C)CC(O)C2=CC=C(C=C2)C)CC1 (racemic-2(1,2,3,4-tetrahydro-2,8-dimethylpyrido[4,3-b]indol-5-yl)-1-p-tolylethanol). Yield: 35.3%. RXN SMILES: [CH3:1][N:2]1[CH2:15][CH2:14][C:5]2[NH:6][C:7]3[CH:8]=[CH:9][C:10]([CH3:13])=[CH:11][C:12]=3[C:4]=2[CH2:3]1.[CH3:16][C:17]1[CH:25]=[CH:24][C:20]([CH:21]2[O:23][CH2:22]2)=[CH:19][CH:18]=1.[H-].[Na+]>CN(C=O)C>[CH3:1][N:2]1[CH2:15][CH2:14][C:5]2[N:6]([CH2:22][CH:21]([C:20]3[CH:24]=[CH:25][C:17]([CH3:16])=[CH:18][CH:19]=3)[OH:23])[C:7]3[CH:8]=[CH:9][C:10]([CH3:13])=[CH:11][C:12]=3[C:4]=2[CH2:3]1 |f:2.3|. Reported procedure: Preparation of the title compound was carried out according to General Method 6. 3,4,5-Tetrahydro-2,8-dimethyl-1H-pyrido[4,3-b]indole (See Example 1) (2.2 g, 11 mmol), 4-methylstyrene oxide (5.8 g, 44 mmol) and NaH (1.3 g, 32.5 mmol) were heated in DMF (70 mL) at 120° C. for 16 h (overnight). The contents were quenched by methanol and evaporated to dryness. The resulting crude product was purified by silica gel chromatography (230-400 mesh) using ethyl acetate-hexane gradient to obtain 1.3 g of ... Reactants: FC(C=1C=C(N)C=C(C1)C(F)(F)F)(F)F (3,5-bistrifluoromethyl aniline), C1(C=2C(C(=O)O1)=CC=CC2)=O (phthalic anhydride). Reported procedure: From 2.3 g of 3,5-bistrifluoromethyl aniline and 1.5 g of phthalic anhydride used as starting materials, the title compound was obtained in the same manner as in Example 1. The product is FC(C=1C=C(C=C(C1)C(F)(F)F)NC(=O)C1=C(C(=O)O)C=CC=C1)(F)F (2-[(3,5-bistrifluoromethyl phenyl)-aminocarbonyl]-benzoic acid). Reaction SMILES: [F:1][C:2]([F:15])([F:14])[C:3]1[CH:4]=[C:5]([CH:7]=[C:8]([C:10]([F:13])([F:12])[F:11])[CH:9]=1)[NH2:6].[C:16]1(=[O:26])[O:21][C:19](=[O:20])[C:18]2=[CH:22][CH:23]=[CH:24][CH:25]=[C:17]12>>[F:1][C:2]([F:14])([F:15])[C:3]1[CH:4]=[C:5]([NH:6][C:16]([C:17]2[CH:25]=[CH:24][CH:23]=[CH:22][C:18]=2[C:19]([OH:21])=[O:20])=[O:26])[CH:7]=[C:8]([C:10]([F:11])([F:12])[F:13])[CH:9]=1. The reactants are C(CCC)[Li] (butyl lithium), BrC(=CC1=CC=C(C=C1)C1=CC=C(C=C1)CCCCC)Br (4-(2,2-dibromovinyl)-4'-pentylbiphenyl), O (water). Run in CCCCCC (hexane), O1CCCC1 (tetrahydrofuran). Reaction conditions: temperature -10 celsius. Yields the product C(#C)C1=CC=C(C=C1)C1=CC=C(C=C1)CCCCC (4-ethynyl-4'-pentylbiphenyl). RXN SMILES: Br[C:2](Br)=[CH:3][C:4]1[CH:9]=[CH:8][C:7]([C:10]2[CH:15]=[CH:14][C:13]([CH2:16][CH2:17][CH2:18][CH2:19][CH3:20])=[CH:12][CH:11]=2)=[CH:6][CH:5]=1.C([Li])CCC.O>O1CCCC1.CCCCCC>[C:3]([C:4]1[CH:9]=[CH:8][C:7]([C:10]2[CH:15]=[CH:14][C:13]([CH2:16][CH2:17][CH2:18][CH2:19][CH3:20])=[CH:12][CH:11]=2)=[CH:6][CH:5]=1)#[CH:2]. Procedure details: In an analogous manner to Example 1, solution of 4-(2,2-dibromovinyl)-4'-pentylbiphenyl in absolute tetrahydrofuran was placed in a sulphonation flask and treated within 5 minutes with a solution of butyl lithium in hexane. After completion of the addition, the mixture was warmed to -10° C. within 10 minutes, then poured into water and extracted with diethyl ether. The organic phases were washed with water and saturated sodium chloride solution, dried over magnesium sulphate and concentrated. Lo...